From a dataset of the Open Reaction Database (ORD), a public repository of structured organic reaction records. describe an organic reaction: reactants, conditions, products, and yield Procedure: To a three neck 0.5 liter round bottom flask fitted with mechanical stirrer, nitrogen inlet and dropping funnel is added 4-[5-(2,4-Difluoro-phenyl)-4-hydroxymethyl-oxazol-2-yl]-piperidine-1-carboxylic acid benzyl ester, methane sulfonic anhydride (5.87 g, 33.7 mmol), and 150 mL of dry tetrahydrofuran. The mixture is stirred and cooled to 0° C., followed by dropwise addition of diisopropyl ethylamine (8.4 mL, 48 mmol). The mixture is stirred for 1 hour at 0° C. and then allowed to warm to room te... The solvent is O1CCCC1 (tetrahydrofuran). Product: C(C1=CC=CC=C1)OC(=O)N1CCC(CC1)C=1OC(=C(N1)COCC(F)(F)F)C1=C(C=C(C=C1)F)F (4-[5-(2,4-Difluoro-phenyl)-4-(2,2,2-trifluoro-ethoxymethyl)-oxazol-2-yl]-piperidine-1-carboxylic acid benzyl ester). Reaction SMILES: [CH2:1]([O:8][C:9]([N:11]1[CH2:16][CH2:15][CH:14]([C:17]2[O:18][C:19]([C:24]3[CH:29]=[CH:28][C:27]([F:30])=[CH:26][C:25]=3[F:31])=[C:20]([CH2:22][OH:23])[N:21]=2)[CH2:13][CH2:12]1)=[O:10])[C:2]1[CH:7]=[CH:6][CH:5]=[CH:4][CH:3]=1.CS(OS(C)(=O)=O)(=O)=O.C(N(C(C)C)CC)(C)C.[I-].[Na+].[F:52][C:53]([F:57])([F:56])[CH2:54][O-].[Na+]>O1CCCC1>[CH2:1]([O:8][C:9]([N:11]1[CH2:12][CH2:13][CH:14]([C:17]2[O:18][C:19]([C:24]3[CH:29]=[CH:28][C:27]([F:30])=[CH:26][C:25]=3[F:31])=[C:20]([CH2:22][O:23][CH2:54][C:53]([F:57])([F:56])[F:52])[N:21]=2)[CH2:15][CH2:16]1)=[O:10])[C:2]1[CH:7]=[CH:6][CH:5]=[CH:4][CH:3]=1 |f:3.4,5.6|. Reaction conditions: temperature 0 celsius. Starting materials: C(C1=CC=CC=C1)OC(=O)N1CCC(CC1)C=1OC(=C(N1)CO)C1=C(C=C(C=C1)F)F (4-[5-(2,4-Difluoro-phenyl)-4-hydroxymethyl-oxazol-2-yl]-piperidine-1-carboxylic acid benzyl ester), CS(=O)(=O)OS(=O)(=O)C (methane sulfonic anhydride), resultant mixture, [I-].[Na+] (sodium iodide), C(C)(C)N(CC)C(C)C (diisopropyl ethylamine), FC(C[O-])(F)F.[Na+] (sodium 2,2,2-trifluoroethoxide). Reported procedure: Following general procedure B followed by either C or D, starting from 1-[5-(2-methyl-[1,3]dioxolan-2-yl)-furan-2-ylmethyl]-1H-pyrazol-3-ylamine and (E)-3-(2-chloro-6-fluoro-phenyl)-acrylic acid. Product: C(C)(=O)C1=CC=C(O1)CN1N=C(C=C1)NC(\C=C\C1=C(C=CC=C1F)Cl)=O ((E)-N-[1-(5-Acetyl-furan-2-ylmethyl)-1H-pyrazol-3-yl]-3-(2-chloro-6-fluoro-phenyl)-acrylamide). As a reaction SMILES: [CH3:1][C:2]1([C:7]2[O:11][C:10]([CH2:12][N:13]3[CH:17]=[CH:16][C:15]([NH2:18])=[N:14]3)=[CH:9][CH:8]=2)[O:6]CCO1.[Cl:19][C:20]1[CH:25]=[CH:24][CH:23]=[C:22]([F:26])[C:21]=1/[CH:27]=[CH:28]/[C:29](O)=[O:30]>>[C:2]([C:7]1[O:11][C:10]([CH2:12][N:13]2[CH:17]=[CH:16][C:15]([NH:18][C:29](=[O:30])/[CH:28]=[CH:27]/[C:21]3[C:22]([F:26])=[CH:23][CH:24]=[CH:25][C:20]=3[Cl:19])=[N:14]2)=[CH:9][CH:8]=1)(=[O:6])[CH3:1]. Reactants: CC1(OCCO1)C1=CC=C(O1)CN1N=C(C=C1)N (1-[5-(2-methyl-[1,3]dioxolan-2-yl)-furan-2-ylmethyl]-1H-pyrazol-3-ylamine), ClC1=C(C(=CC=C1)F)/C=C/C(=O)O ((E)-3-(2-chloro-6-fluoro-phenyl)-acrylic acid).